describe an organic reaction: reactants, conditions, products, and yield From a dataset of the Open Reaction Database (ORD), a public repository of structured organic reaction records. Starting materials: COC(CCC1(C(CCCC1)=O)C)=O (1-methyl-2-oxocyclohexanepropionic acid methyl ester), 1-ethyl-1,2,3,4-tetracarbazole-1-propionic acid methyl ester, COC(CCC1(C(CCCC1)=O)CC)=O (1-ethyl-2-oxocyclohexanepropionic acid methyl ester), C(C)C12CCCC=3C=4C=CC=CC4N(C13)C(CC2)=O (3a-ethyl-1,2,3,3a,4,5-hexahydro-6H-pyrido[3,2,1-jk]carbazol-6-one). The product is COC(CCC1(CCCC=2C3=CC=CC=C3NC12)C)=O (1,2,3,4-Tetrahydro-1-methylcarbazole-1-propionic Acid Methyl Ester). As a reaction SMILES: [CH3:1][O:2][C:3](=[O:14])[CH2:4][CH2:5][C:6]1([CH3:13])[CH2:11][CH2:10][CH2:9][CH2:8][C:7]1=O.COC(=O)CCC1(CC)CCCCC1=O.C(C12CCC(=O)[N:43]3C1=C([C:37]1[CH:38]=[CH:39][CH:40]=[CH:41][C:42]=13)CCC2)C>>[CH3:1][O:2][C:3](=[O:14])[CH2:4][CH2:5][C:6]1([CH3:13])[C:7]2[NH:43][C:42]3[C:37](=[CH:38][CH:39]=[CH:40][CH:41]=3)[C:8]=2[CH2:9][CH2:10][CH2:11]1. Procedure: In the same manner but replacing 1-methyl-2-oxocyclohexanepropionic acid methyl ester with an equivalent amount of 1-ethyl-2-oxocyclohexanepropionic acid methyl ester, described in Example 6, 3a-ethyl-1,2,3,3a,4,5-hexahydro-6H-pyrido[3,2,1-jk]carbazol-6-one, mp 97°-99° C., and 1-ethyl-1,2,3,4-tetracarbazole-1-propionic acid methyl ester, νmaxCHCl3 1738 cm-1 are obtained. Reaction conditions: time 48 hour. Solvent: C(Cl)Cl (methylene chloride), C(C)(=O)OCC (ethyl acetate). Reagents/catalysts: S(O)(O)(=O)=O (sulphuric acid). The reactants are ice water, [N+](=O)(O)[O-] (nitric acid), ClC1=C(C(=O)OC(C)C)C=C(C(=C1)F)N1C(NC(=CC1=O)C)=O (isopropyl 2-chloro-4-fluoro-5-[3,6-dihydro-4methyl-2,6-dioxo-1-(2H)-pyrimidinyl]-benzoate). Reported procedure: A solution of 1.50 g of isopropyl 2-chloro-4-fluoro-5-[3,6-dihydro-4methyl-2,6-dioxo-1-(2H)-pyrimidinyl]-benzoate in 30 ml of methylene chloride at room temperature is treated with stirring with 2.0 ml of 100% nitric acid. The solution is then treated with 5 drops of concentrated sulphuric acid and stirred for 48 hours at room temperature. The reaction mixture is poured into 150 ml of ice/water, diluted with 100 ml of ethyl acetate and washed four times with 150 ml of water. The organic phase is... As a reaction SMILES: [Cl:1][C:2]1[CH:13]=[C:12]([F:14])[C:11]([N:15]2[C:20](=[O:21])[CH:19]=[C:18]([CH3:22])[NH:17][C:16]2=[O:23])=[CH:10][C:3]=1[C:4]([O:6][CH:7]([CH3:9])[CH3:8])=[O:5].[N+:24]([O-])([OH:26])=[O:25]>C(Cl)Cl.S(=O)(=O)(O)O.C(OCC)(=O)C>[Cl:1][C:2]1[CH:13]=[C:12]([F:14])[C:11]([N:15]2[C:20](=[O:21])[C:19]([N+:24]([O-:26])=[O:25])=[C:18]([CH3:22])[NH:17][C:16]2=[O:23])=[CH:10][C:3]=1[C:4]([O:6][CH:7]([CH3:9])[CH3:8])=[O:5]. Yields the product ClC1=C(C(=O)OC(C)C)C=C(C(=C1)F)N1C(NC(=C(C1=O)[N+](=O)[O-])C)=O (Isopropyl 2-chloro-4-fluoro-5-[3,6-dihydro-4-methyl-5-nitro-2,6-dioxo-1(2H)-pyrimidinyl]-benzoate). Starting materials: CN1C(N(C(C(=C1)C(=O)NCCC1CCN(CC1)S(=O)(=O)N)=O)C)=O (4-[2-(1,3-dimethyl-1,2,3,4-tetrahydropyrimidine-2,4-dione-5-carboxamido)ethyl]-1-piperidinesulfonamide), C12(CC3CC(CC(C1)C3)C2)N=C=O (1-adamantyl isocyanate), C([O-])([O-])=O.[K+].[K+] (potassium carbonate). Solvent: CC(=O)C (acetone). Product: C12(CC3CC(CC(C1)C3)C2)NC(=O)NS(=O)(=O)N2CCC(CC2)CCNC(=O)C=2C(N(C(N(C2)C)=O)C)=O (1-(1-adamantyl)3-{4-[2-(1,3-dimethyl-1,2,3,4-tetrahydropyrimidine-2,4-dione-5-carboxamido)ethyl]-1-piperidinesulfonyl}urea). Yield: 40.0%. As a reaction SMILES: [CH3:1][N:2]1[CH:7]=[C:6]([C:8]([NH:10][CH2:11][CH2:12][CH:13]2[CH2:18][CH2:17][N:16]([S:19]([NH2:22])(=[O:21])=[O:20])[CH2:15][CH2:14]2)=[O:9])[C:5](=[O:23])[N:4]([CH3:24])[C:3]1=[O:25].[C:26]12([N:36]=[C:37]=[O:38])[CH2:35][CH:30]3[CH2:31][CH:32]([CH2:34][CH:28]([CH2:29]3)[CH2:27]1)[CH2:33]2.C(=O)([O-])[O-].[K+].[K+]>CC(C)=O>[C:26]12([NH:36][C:37]([NH:22][S:19]([N:16]3[CH2:17][CH2:18][CH:13]([CH2:12][CH2:11][NH:10][C:8]([C:6]4[C:5](=[O:23])[N:4]([CH3:24])[C:3](=[O:25])[N:2]([CH3:1])[CH:7]=4)=[O:9])[CH2:14][CH2:15]3)(=[O:21])=[O:20])=[O:38])[CH2:35][CH:30]3[CH2:31][CH:32]([CH2:34][CH:28]([CH2:29]3)[CH2:27]1)[CH2:33]2 |f:2.3.4|. Procedure details: A mixture of 380 mg. (0.001 mole) of 4-[2-(1,3-dimethyl-1,2,3,4-tetrahydropyrimidine-2,4-dione-5-carboxamido)ethyl]-1-piperidinesulfonamide, 220 mg. (0.001 mole) of 1-adamantyl isocyanate and 310 mg. (0.002 mole) of anhydrous potassium carbonate in 30 ml. of acetone was refluxed for a period of 20 hours. At the end of this time, the spent reaction mixture was cooled and the excess potassium carbonate subsequently removed therefrom by means of suction filtration. The resulting filtrate was then s... Starting materials: [C-]#N.[K+] (potassium cyanide), IC=1SC=CC1 (2-iodothiophene), C(C)(C)O (isopropanol), [Na] (sodium), [Na] (sodium). Reagents/catalysts: [Cu]I (Copper(I) iodide). Run in O1CCCC1 (tetrahydrofuran). Run at temperature 90 celsius, time 16 hour. The product is C(C)(C)OC=1SC=CC1 (2-isopropoxythiophene). The yield is 16.0%. Reaction SMILES: [CH:1]([OH:4])([CH3:3])[CH3:2].[Na].I[C:7]1[S:8][CH:9]=[CH:10][CH:11]=1.[C-]#N.[K+]>[Cu]I.O1CCCC1>[CH:1]([O:4][C:7]1[S:8][CH:9]=[CH:10][CH:11]=1)([CH3:3])[CH3:2] |f:3.4,^1:4|. Procedure details: To a mixture of 10 mL anhydrous isopropanol and 5 mL anhydrous tetrahydrofuran under argon at room temperature was added sodium metal (350 mg, 15.22 mmol). The resulting mixture was stirred vigorously at 35° C. until all the sodium metal was consumed (ca. 20 minutes). Copper(I) iodide (386 mg, 2.03 mmol) and 2-iodothiophene (2.13 g, 10.14 mmol) were added and the resulting suspension heated to 90° C. and stirred vigorously for 16 h. After cooling to room temperature, 20 mL of 0.5 M potassium cya... Reactants: [Cl-].[NH4+] (ammonium chloride), [H-].[Na+] (sodium hydride), C(#N)C1=NC=CC=C1C1=CC(=CN1)CN(C(OC(C)(C)C)=O)C (tert-butyl {[5-(2-cyanopyridin-3-yl)-1H-pyrrol-3-yl]methyl}methylcarbamate), C1COCCOCCOCCOCCO1 (15-crown-5), O1C=C(C=C1)S(=O)(=O)Cl (furan-3-sulfonyl chloride). The solvent is O1CCCC1 (tetrahydrofuran). Conditions: time 15 minute. Yields the product C(#N)C1=NC=CC=C1C1=CC(=CN1S(=O)(=O)C1=COC=C1)CN(C(OC(C)(C)C)=O)C (tert-butyl {[5-(2-cyanopyridin-3-yl)-1-(3-furylsulfonyl)-1H-pyrrol-3-yl]methyl}methylcarbamate). Yield: 82.4%. RXN SMILES: [H-].[Na+].[C:3]([C:5]1[C:10]([C:11]2[NH:15][CH:14]=[C:13]([CH2:16][N:17]([CH3:25])[C:18](=[O:24])[O:19][C:20]([CH3:23])([CH3:22])[CH3:21])[CH:12]=2)=[CH:9][CH:8]=[CH:7][N:6]=1)#[N:4].C1OCCOCCOCCOCCOC1.[O:41]1[CH:45]=[CH:44][C:43]([S:46](Cl)(=[O:48])=[O:47])=[CH:42]1.[Cl-].[NH4+]>O1CCCC1>[C:3]([C:5]1[C:10]([C:11]2[N:15]([S:46]([C:43]3[CH:44]=[CH:45][O:41][CH:42]=3)(=[O:48])=[O:47])[CH:14]=[C:13]([CH2:16][N:17]([CH3:25])[C:18](=[O:24])[O:19][C:20]([CH3:21])([CH3:22])[CH3:23])[CH:12]=2)=[CH:9][CH:8]=[CH:7][N:6]=1)#[N:4] |f:0.1,5.6|. Reported procedure: To a suspension of sodium hydride (60% in oil, 26.0 mg) in tetrahydrofuran (3 mL) was added tert-butyl {[5-(2-cyanopyridin-3-yl)-1H-pyrrol-3-yl]methyl}methylcarbamate (150 mg) at room temperature, and the mixture was stirred for 15 min. After stirring, 15-crown-5 (143 mg) and furan-3-sulfonyl chloride (125 mg) were added dropwise and the mixture was further stirred at room temperature for 2 hr. Saturated aqueous ammonium chloride solution was added, and the mixture was concentrated under reduced... The reactants are tert-butyl, OC1=CC(=NC2=C(C=CC=C12)O)C(=O)N[C@@H](CC(OC(C)(C)C)=O)C(=O)NCCC1=CC(O)=C(O)C=C1 (N-[Nα-(4,8-dihydroxyquinoline-2-carbonyl)-Oγ-tert-butyl-L-aspartyl]dopamine), C(C)(C)[SiH](C(C)C)C(C)C (triisopropylsilane). The product is OC1=CC(=NC2=C(C=CC=C12)O)C(=O)N[C@@H](CC(O)=O)C(=O)NCCC1=CC(O)=C(O)C=C1 (N-[Nα-(4,8-Dihydroxyquinoline-2-carbonyl)-L-aspartyl]dopamine). Yield: 5.6%. Reaction SMILES: [OH:1][C:2]1[C:11]2[C:6](=[C:7]([OH:12])[CH:8]=[CH:9][CH:10]=2)[N:5]=[C:4]([C:13]([NH:15][C@H:16]([C:25]([NH:27][CH2:28][CH2:29][C:30]2[CH:37]=[CH:36][C:34]([OH:35])=[C:32]([OH:33])[CH:31]=2)=[O:26])[CH2:17][C:18](=[O:24])[O:19]C(C)(C)C)=[O:14])[CH:3]=1.C([SiH](C(C)C)C(C)C)(C)C>>[OH:1][C:2]1[C:11]2[C:6](=[C:7]([OH:12])[CH:8]=[CH:9][CH:10]=2)[N:5]=[C:4]([C:13]([NH:15][C@H:16]([C:25]([NH:27][CH2:28][CH2:29][C:30]2[CH:37]=[CH:36][C:34]([OH:35])=[C:32]([OH:33])[CH:31]=2)=[O:26])[CH2:17][C:18](=[O:19])[OH:24])=[O:14])[CH:3]=1. Procedure details: The title compound was prepared by hydrolysis of the tert-butyl protective group of N-[Nα-(4,8-dihydroxyquinoline-2-carbonyl)-Oγ-tert-butyl-L-aspartyl]dopamine prepared in example 62, step B (121 mg, 2.4 mmol) using the indications of general procedure C in the presence of triisopropylsilane (187 mg, 1.2 mmol). Purification by flash chromatography using 50% EtOAc/CH2Cl2/1% AcOH yielded the desired product as a yellow powder (61 mg, 57%). Starting materials: CC1(CCCC(N1[O])(C)C)C (TEMPO), CC(C)(C#N)N=NC(C)(C)C#N (vazo 64), C1(\C=C/C(=O)O1)=O (maleic anhydride), C1(\C=C/C(=O)O1)=O (maleic anhydride). Run in C=CC1=CC=CC=C1.C(CCC)OC(C=C)=O (styrene butylacrylate). Run at temperature 135 celsius, time 30 minute. Product: C=CC1=CC=CC=C1 (styrene), C(CCC)OC(C=C)=O (butylacrylate), styrene/maleic anhydride-b-styrene butylacrylate. As a reaction SMILES: [C:1]1(=O)[O:6][C:4](=[O:5])[CH:3]=[CH:2]1.[CH3:8][C:9]1(C)N([O])[C:13]([CH3:17])(C)[CH2:12][CH2:11][CH2:10]1.CC(N=NC(C#N)(C)C)(C#N)C>C=CC1C=CC=CC=1.C(OC(=O)C=C)CCC>[CH2:1]=[CH:2][C:3]1[CH:4]=[CH:11][CH:10]=[CH:9][CH:8]=1.[CH2:11]([O:6][C:4](=[O:5])[CH:3]=[CH2:2])[CH2:12][CH2:13][CH3:17] |f:3.4,^1:11|. Procedure: Incorporation of maleic anhydride into an emulsion aggregation particle at the bulk polymerization step. A stock solution of styrene (390 mL) and butylacrylate (110 ml) was prepared and to 400 ml was added TEMPO (3.12 g, 0.02 mole) and vazo 64 initiator (2.0 g, 0.0125 mole). This was heated tinder a nitrogen atmosphere to 135° C. (bath temperature) and then added to it dropwise a solution of maleic anhydride (9.8 g) in 100 mL of the styrene/butylacrylate stock solution that had been deoxygenated...